Task: describe an organic reaction: reactants, conditions, products, and yield. Dataset: the Open Reaction Database (ORD), a public repository of structured organic reaction records The reactants are OC1=NC(=NC=C1C(=O)NC(C1=CC=C(C=C1)P(OCC)(=O)C)C1=CC=CC=C1)C1=NC=CC=C1 (ethyl 4-((4-hydroxy-2-(pyridin-2-yl)pyrimidine-5-carboxamido)(phenyl)methyl)phenyl(methyl)phosphinate), [OH-].[Na+] (NaOH). Run in O1CCOCC1 (dioxane). Yields the product OC1=NC(=NC=C1C(=O)NC(C1=CC=C(C=C1)P(O)(=O)C)C1=CC=CC=C1)C1=NC=CC=C1 (4-((4-hydroxy-2-(pyridin-2-yl)pyrimidine-5-carboxamido)(phenyl)methyl)phenyl(methyl)phosphinic acid). The yield is 64.4%. Reaction SMILES: [OH:1][C:2]1[C:7]([C:8]([NH:10][CH:11]([C:24]2[CH:29]=[CH:28][CH:27]=[CH:26][CH:25]=2)[C:12]2[CH:17]=[CH:16][C:15]([P:18]([CH3:23])(=[O:22])[O:19]CC)=[CH:14][CH:13]=2)=[O:9])=[CH:6][N:5]=[C:4]([C:30]2[CH:35]=[CH:34][CH:33]=[CH:32][N:31]=2)[N:3]=1.[OH-].[Na+]>O1CCOCC1>[OH:1][C:2]1[C:7]([C:8]([NH:10][CH:11]([C:24]2[CH:29]=[CH:28][CH:27]=[CH:26][CH:25]=2)[C:12]2[CH:13]=[CH:14][C:15]([P:18]([CH3:23])(=[O:19])[OH:22])=[CH:16][CH:17]=2)=[O:9])=[CH:6][N:5]=[C:4]([C:30]2[CH:35]=[CH:34][CH:33]=[CH:32][N:31]=2)[N:3]=1 |f:1.2|. Procedure: The ethyl methylphosphinate 2-4 (130 mg, 0.27 mmol) was dissolved in 5 ml of dioxane and treated with 2 ml of 5N NaOH. The mixture was heated at reflux overnight. The mixture was then concentrated under vacuum and the residue was treated with 2 ml of trifluoroacetic acid. The mixture was re-evaporated and the residue was purified by prep-HPLC to provide the product, 2-5 (80 mg, 64%). 1H NMR (CD3OD, 300 MHz,): δ 8.76 (m, 2H), 8.48 (m, 2H), 8.01 (m, 1H), 7.77 (m, 2H), 7.61 (m, 1H), 7.51 (m, 2H), 7... Reactants: CC(C)(C)[O-], Fc1ccc(-n2ncnc2-c2cc3c(s2)-c2nc(Cl)ccc2OCC3)c(F)c1, O=C1CNCCN1, [Na+], C1COCCO1, O=C(C=Cc1ccccc1)C=Cc1ccccc1, O=C(C=Cc1ccccc1)C=Cc1ccccc1, O=C(C=Cc1ccccc1)C=Cc1ccccc1, [Pd], [Pd]. Yields the product O=C1CN(c2ccc3c(n2)-c2sc(-c4ncnn4-c4ccc(F)cc4F)cc2CCO3)CCN1. RXN SMILES: [CH3:36][C:37]([CH3:38])([O-:39])[CH3:40].[Cl:1][c:2]1[cH:3][cH:4][c:5]2[c:6]([n:28]1)-[c:7]1[s:8][c:9](-[c:15]3[n:16](-[c:20]4[c:21]([F:27])[cH:22][c:23]([F:26])[cH:24][cH:25]4)[n:17][cH:18][n:19]3)[cH:10][c:11]1[CH2:12][CH2:13][O:14]2.[NH:29]1[C:30](=[O:35])[CH2:31][NH:32][CH2:33][CH2:34]1.[Na+:41].[O:42]1[CH2:43][CH2:44][O:45][CH2:46][CH2:47]1.[O:50]=[C:51]([CH:52]=[CH:53][c:54]1[cH:55][cH:56][cH:57][cH:58][cH:59]1)[CH:60]=[CH:61][c:62]1[cH:63][cH:64][cH:65][cH:66][cH:67]1.[O:68]=[C:69]([CH:70]=[CH:71][c:72]1[cH:73][cH:74][cH:75][cH:76][cH:77]1)[CH:78]=[CH:79][c:80]1[cH:81][cH:82][cH:83][cH:84][cH:85]1.[O:86]=[C:87]([CH:88]=[CH:89][c:90]1[cH:91][cH:92][cH:93][cH:94][cH:95]1)[CH:96]=[CH:97][c:98]1[cH:99][cH:100][cH:101][cH:102][cH:103]1.[Pd:48].[Pd:49]>>[c:2]1([N:32]2[CH2:31][C:30](=[O:35])[NH:29][CH2:34][CH2:33]2)[cH:3][cH:4][c:5]2[c:6]([n:28]1)-[c:7]1[s:8][c:9](-[c:15]3[n:16](-[c:20]4[c:21]([F:27])[cH:22][c:23]([F:26])[cH:24][cH:25]4)[n:17][cH:18][n:19]3)[cH:10][c:11]1[CH2:12][CH2:13][O:14]2. Reactants: C(=NC1CCCCC1)=NC1CCCCC1, O=C(O)c1c[nH]c2ccc(F)cc12, NC1CCN(Cc2ccccc2)CC1, C1CCOC1. The product is O=C(NC1CCN(Cc2ccccc2)CC1)c1c[nH]c2ccc(F)cc12. Reaction SMILES: [CH:28]1([N:29]=[C:30]=[N:31][CH:32]2[CH2:33][CH2:34][CH2:35][CH2:36][CH2:37]2)[CH2:38][CH2:39][CH2:40][CH2:41][CH2:42]1.[F:1][c:2]1[cH:3][c:4]2[c:5]([C:11](=[O:12])[OH:13])[cH:6][nH:7][c:8]2[cH:9][cH:10]1.[NH2:14][CH:15]1[CH2:16][CH2:17][N:18]([CH2:21][c:22]2[cH:23][cH:24][cH:25][cH:26][cH:27]2)[CH2:19][CH2:20]1.[O:43]1[CH2:44][CH2:45][CH2:46][CH2:47]1>>[F:1][c:2]1[cH:3][c:4]2[c:5]([C:11](=[O:13])[NH:14][CH:15]3[CH2:16][CH2:17][N:18]([CH2:21][c:22]4[cH:23][cH:24][cH:25][cH:26][cH:27]4)[CH2:19][CH2:20]3)[cH:6][nH:7][c:8]2[cH:9][cH:10]1. Starting materials: CC(C)n1cc(-c2ccc(C#N)c(F)c2)c2ccc(NS(C)(=O)=O)cc21, CCOP(=S)(S)OCC, COOOC, CCN(C(C)C)C(C)C, O. Yields the product CC(C)n1cc(-c2ccc(C(N)=S)c(F)c2)c2ccc(NS(C)(=O)=O)cc21. RXN SMILES: [C:11](#[N:12])[c:13]1[c:14]([F:36])[cH:15][c:16](-[c:19]2[cH:20][n:21]([CH:33]([CH3:34])[CH3:35])[c:22]3[cH:23][c:24]([NH:28][S:29](=[O:30])(=[O:31])[CH3:32])[cH:25][cH:26][c:27]23)[cH:17][cH:18]1.[CH2:37]([O:38][P:39](=[S:40])([SH:41])[O:42][CH2:43][CH3:44])[CH3:45].[CH3:46][O:47][O:48][O:49][CH3:50].[CH:1]([N:2]([CH:3]([CH3:4])[CH3:5])[CH2:6][CH3:7])([CH3:8])[CH3:9].[OH2:10]>>[C:11]([NH2:12])([c:13]1[c:14]([F:36])[cH:15][c:16](-[c:19]2[cH:20][n:21]([CH:33]([CH3:34])[CH3:35])[c:22]3[cH:23][c:24]([NH:28][S:29](=[O:30])(=[O:31])[CH3:32])[cH:25][cH:26][c:27]23)[cH:17][cH:18]1)=[S:41].